Task: describe an organic reaction: reactants, conditions, products, and yield. Dataset: the Open Reaction Database (ORD), a public repository of structured organic reaction records The reactants are CC(=O)OCCC1C=CC(C(=O)CCCCl)=CC1(C)C, O=C([O-])O, Cc1ccccc1, [I-], [K+], [K+], O, OC(c1ccccc1)(c1ccccc1)C1CCNCC1. Product: CC(=O)OCCC1C=CC(C(=O)CCCN2CCC(C(O)(c3ccccc3)c3ccccc3)CC2)=CC1(C)C. Reaction SMILES: [C:1]([CH3:2])(=[O:3])[O:4][CH2:5][CH2:6][CH:7]1[C:8]([CH3:19])([CH3:20])[CH:9]=[C:10]([C:13]([CH2:14][CH2:15][CH2:16][Cl:17])=[O:18])[CH:11]=[CH:12]1.[C:41](=[O:42])([O-:43])[OH:44].[CH3:49][c:50]1[cH:51][cH:52][cH:53][cH:54][cH:55]1.[I-:47].[K+:45].[K+:46].[OH2:48].[c:21]1([C:27]([OH:28])([CH:29]2[CH2:30][CH2:31][NH:32][CH2:33][CH2:34]2)[c:35]2[cH:36][cH:37][cH:38][cH:39][cH:40]2)[cH:22][cH:23][cH:24][cH:25][cH:26]1>>[C:1]([CH3:2])(=[O:3])[O:4][CH2:5][CH2:6][CH:7]1[C:8]([CH3:19])([CH3:20])[CH:9]=[C:10]([C:13]([CH2:14][CH2:15][CH2:16][N:32]2[CH2:31][CH2:30][CH:29]([C:27]([c:21]3[cH:22][cH:23][cH:24][cH:25][cH:26]3)([OH:28])[c:35]3[cH:36][cH:37][cH:38][cH:39][cH:40]3)[CH2:34][CH2:33]2)=[O:18])[CH:11]=[CH:12]1. Reported procedure: 504 g (3 mol) of 2-amino-4-nitro-1-methoxybenzene are introduced into 860 ml of acetic acid and 600 ml of water (or the combined main filtrate and first wash filtrate of a previous batch) and the mixture is heated to 80° C. 358 g (3.2 mol) of acetic anhydride are added dropwise in the course of 10 minutes. The mixture is subsequently stirred at 80° C. for 4 hours, and then cooled to room temperature, while stirring, by removing the heating bath and finally to 15° C. The pale yellow needles which... Conditions: temperature 80 celsius, time 4 hour. Starting materials: NC1=C(C=CC(=C1)[N+](=O)[O-])OC (2-amino-4-nitro-1-methoxybenzene), C(C)(=O)O (acetic acid), C(C)(=O)OC(C)=O (acetic anhydride). Reaction SMILES: [NH2:1][C:2]1[CH:7]=[C:6]([N+:8]([O-:10])=[O:9])[CH:5]=[CH:4][C:3]=1[O:11][CH3:12].[C:13](O)(=[O:15])[CH3:14].C(OC(=O)C)(=O)C>O>[C:13]([NH:1][C:2]1[CH:7]=[C:6]([N+:8]([O-:10])=[O:9])[CH:5]=[CH:4][C:3]=1[O:11][CH3:12])(=[O:15])[CH3:14]. Solvent: O (water). Product: C(C)(=O)NC1=C(C=CC(=C1)[N+](=O)[O-])OC (2-Acetylamino-4-nitro-1-methoxybenzene). Reactants: BrC=1C(=C(C(=C(C1OC)C)C)NC(OC(C)(C)C)=O)C (tert-butyl 3-bromo-4-methoxy-2,5,6-trimethylphenylcarbamate), C(CCC)[Li] (n-butyllithium), O (Water), CC(C(=O)C1=CC=C(C=C1)C)C (2-methyl-1-(4-methylphenyl)propan-1-one). Solvent: O1CCCC1 (tetrahydrofuran). Reaction conditions: time 20 minute. Yields the product OC(C(C)C)(C1=CC=C(C=C1)C)C=1C(=C(C(=C(C1OC)C)C)NC(OC(C)(C)C)=O)C (tert-butyl 3-[1-hydroxy-2-methyl-1-(4-methylphenyl)propyl]-4-methoxy-2,5,6-trimethylphenylcarbamate). Isolated yield 75.4%. As a reaction SMILES: Br[C:2]1[C:3]([CH3:20])=[C:4]([NH:12][C:13](=[O:19])[O:14][C:15]([CH3:18])([CH3:17])[CH3:16])[C:5]([CH3:11])=[C:6]([CH3:10])[C:7]=1[O:8][CH3:9].C([Li])CCC.[CH3:26][CH:27]([CH3:37])[C:28]([C:30]1[CH:35]=[CH:34][C:33]([CH3:36])=[CH:32][CH:31]=1)=[O:29].O>O1CCCC1>[OH:29][C:28]([C:2]1[C:3]([CH3:20])=[C:4]([NH:12][C:13](=[O:19])[O:14][C:15]([CH3:18])([CH3:17])[CH3:16])[C:5]([CH3:11])=[C:6]([CH3:10])[C:7]=1[O:8][CH3:9])([C:30]1[CH:31]=[CH:32][C:33]([CH3:36])=[CH:34][CH:35]=1)[CH:27]([CH3:37])[CH3:26]. Procedure details: To a solution of tert-butyl 3-bromo-4-methoxy-2,5,6-trimethylphenylcarbamate (27.8 g, 80.8 mmol) in tetrahydrofuran (150 ml) was added at −78° C. n-butyllithium (1.6 M, 110 ml, 176 mmol) and the reaction mixture was stirred at the same temperature for 20 minutes. To the reaction solution was added 2-methyl-1-(4-methylphenyl)propan-1-one (13.1 g, 80.7 mmol) and the resulting mixture was stirred at room temperature for 1 hour. Water (150 ml) was added into the reaction mixture and the product was ... Starting materials: CC(=O)OC(C)=O, NC1Cc2ccccc2C1, O, c1ccncc1. Product: CC(=O)NC1Cc2ccccc2C1. RXN SMILES: [CH3:11][C:12](=[O:13])[O:14][C:15](=[O:16])[CH3:17].[NH2:1][CH:2]1[CH2:3][c:4]2[cH:5][cH:6][cH:7][cH:8][c:9]2[CH2:10]1.[OH2:18].[cH:19]1[cH:20][cH:21][n:22][cH:23][cH:24]1>>[NH:1]([CH:2]1[CH2:3][c:4]2[cH:5][cH:6][cH:7][cH:8][c:9]2[CH2:10]1)[C:12]([CH3:11])=[O:13]. The reactants are CC1=NC=CC(=N1)C=S (2-Methylthiopyrimidine-4-carboxaldehyde), ClCl (Cl2), C(C)(C)(C)OC(=O)N1CCC(CC1)N (1-t-butoxycarbonyl-4-aminopiperidine), [O-]S(=O)(=O)[O-].[Mg+2] (MgSO4). Run at temperature 23 celsius, time 16 hour. Product: C(C)(C)(C)OC(N1CCC(CC1)N)=N.CC1=NC=CC(=N1)C=S (2-Methylthiopyrimidine-4-carboxaldehyde [1-t-butoxycarbonyl-4-aminopiperidine]imine). RXN SMILES: [CH3:1][C:2]1[N:7]=[C:6]([CH:8]=[S:9])[CH:5]=[CH:4][N:3]=1.[C:10]([O:14][C:15]([N:17]1CCC(N)CC1)=O)([CH3:13])([CH3:12])[CH3:11].[O-]S([O-])(=O)=O.[Mg+2].ClCl>>[C:10]([O:14][C:15](=[NH:17])[N:3]1[CH2:2][CH2:8][CH:6]([NH2:7])[CH2:5][CH2:4]1)([CH3:13])([CH3:12])[CH3:11].[CH3:1][C:2]1[N:7]=[C:6]([CH:8]=[S:9])[CH:5]=[CH:4][N:3]=1 |f:2.3,5.6|. Procedure: 2-Methylthiopyrimidine-4-carboxaldehyde (1.51 g, 9.8 mmol), 1-t-butoxycarbonyl-4-aminopiperidine (Mach R. H., et al., J. Med. Chem. 1993 36, 3707) (2.1 g, 10.5 mmol), MgSO4 (ca 2 g) and CH2 Cl2 (75 mL) were combined and stirred at 23° C. for 16 h. Filtration and concentration of the filtrate afforded the title compound as a yellow oil: 1H NMR (CDCl3) δ 8.57 (d, 1), 8.27 (s, 1), 7.58 (d, 1), 4.05 (m, 2), 3.55 (m, 1), 3.00 (m, 2), 2.60 (s, 3), 1.75 (m, 4), 1.48 (s, 9). Starting materials: ON=C(C1=CN=CC=C1)N (N′-hydroxynicotinimidamide), N1N=C(C=C1)C=1C=C(C(=O)O)C=CC1 (3-(1H-pyrazol-3-yl)benzoic acid), N (NH3). Product: N1N=C(C=C1)C1(NOC(=N1)C1=CC=CC=C1)C=1C=NC=CC1 (3-(1H-pyrazol-3-yl)(phenyl)-3-(pyridin-3-yl)-1,2,4-oxadiazole). RXN SMILES: [OH:1][N:2]=[C:3]([NH2:10])[C:4]1[CH:9]=[CH:8][CH:7]=[N:6][CH:5]=1.N1C=CC([C:16]2[CH:17]=[C:18]([CH:22]=[CH:23][CH:24]=2)[C:19](O)=O)=N1.[NH3:25]>>[NH:25]1[CH:5]=[CH:4][C:3]([C:3]2([C:4]3[CH:5]=[N:6][CH:7]=[CH:8][CH:9]=3)[N:10]=[C:19]([C:18]3[CH:22]=[CH:23][CH:24]=[CH:16][CH:17]=3)[O:1][NH:2]2)=[N:2]1. Procedure details: The title compound was prepared according to the procedure of Example 8 using N′-hydroxynicotinimidamide (Aldrich) and 3-(1H-pyrazol-3-yl)benzoic acid (Maybridge). 1H NMR (300 MHz, DMSO-d6) δ 6.91 (d, J=2.4 Hz, 1H), 7.62-7.69 (m, 1H), 7.72 (t, J=7.8 Hz, 1H), 7.79-7.92 (m, 1H), 7.82-7.88 (m, 1H), 8.10-8.20 (m, 3H), 8.49 (dt, J=8.2, 1.9, 1.7 Hz, 1H), 8.64 (s, 1H), 8.83 (dd, J=4.7, 1.7 Hz, 1H), 9.29 (dd, J=2.2, 0.8 Hz, 1H) ppm; MS (DCl/NH3) m/z 290 (M+H)+. The reactants are CCOCc1cc(Br)c(C)c(NCc2ccccc2)c1, CC(C)(C)[O-], NCCN1CCCC1, [Na+], O=C(C=Cc1ccccc1)C=Cc1ccccc1, O=C(C=Cc1ccccc1)C=Cc1ccccc1, O=C(C=Cc1ccccc1)C=Cc1ccccc1, C1COCCO1, [Pd], [Pd]. The product is CCOCc1cc(NCCN2CCCC2)c(C)c(NCc2ccccc2)c1. Reaction SMILES: [CH2:1]([c:2]1[cH:3][cH:4][cH:5][cH:6][cH:7]1)[NH:8][c:9]1[c:10]([CH3:20])[c:11]([Br:19])[cH:12][c:13]([CH2:15][O:16][CH2:17][CH3:18])[cH:14]1.[CH3:29][C:30]([CH3:31])([O-:32])[CH3:33].[NH2:21][CH2:22][CH2:23][N:24]1[CH2:25][CH2:26][CH2:27][CH2:28]1.[Na+:34].[O:37]=[C:38]([CH:39]=[CH:40][c:41]1[cH:42][cH:43][cH:44][cH:45][cH:46]1)[CH:47]=[CH:48][c:49]1[cH:50][cH:51][cH:52][cH:53][cH:54]1.[O:55]=[C:56]([CH:57]=[CH:58][c:59]1[cH:60][cH:61][cH:62][cH:63][cH:64]1)[CH:65]=[CH:66][c:67]1[cH:68][cH:69][cH:70][cH:71][cH:72]1.[O:73]=[C:74]([CH:75]=[CH:76][c:77]1[cH:78][cH:79][cH:80][cH:81][cH:82]1)[CH:83]=[CH:84][c:85]1[cH:86][cH:87][cH:88][cH:89][cH:90]1.[O:91]1[CH2:92][CH2:93][O:94][CH2:95][CH2:96]1.[Pd:35].[Pd:36]>>[CH2:1]([c:2]1[cH:3][cH:4][cH:5][cH:6][cH:7]1)[NH:8][c:9]1[c:10]([CH3:20])[c:11]([NH:21][CH2:22][CH2:23][N:24]2[CH2:25][CH2:26][CH2:27][CH2:28]2)[cH:12][c:13]([CH2:15][O:16][CH2:17][CH3:18])[cH:14]1.